From a dataset of the Open Reaction Database (ORD), a public repository of structured organic reaction records. describe an organic reaction: reactants, conditions, products, and yield Reactants: CC(C)(C)CCC1(NCc2ccccc2)C(=O)C(C2=NS(=O)(=O)c3cc(NS(C)(=O)=O)ccc3N2)=C(O)c2ccccc21, C=O, CCOC(C)=O, O=CO, CC(Cl)Cl. The product is CN(Cc1ccccc1)C1(CCC(C)(C)C)C(=O)C(C2=NS(=O)(=O)c3cc(NS(C)(=O)=O)ccc3N2)=C(O)c2ccccc21. Reaction SMILES: [CH2:1]([c:2]1[cH:3][cH:4][cH:5][cH:6][cH:7]1)[NH:8][C:9]1([CH2:38][CH2:39][C:40]([CH3:41])([CH3:42])[CH3:43])[C:10](=[O:37])[C:11]([C:20]2=[N:21][S:22](=[O:35])(=[O:36])[c:23]3[c:24]([cH:26][cH:27][c:28]([NH:30][S:31](=[O:32])(=[O:33])[CH3:34])[cH:29]3)[NH:25]2)=[C:12]([OH:19])[c:13]2[cH:14][cH:15][cH:16][cH:17][c:18]21.[CH2:47]=[O:48].[CH3:53][CH2:54][O:55][C:56](=[O:57])[CH3:58].[CH:44]([OH:45])=[O:46].[Cl:49][CH:50]([Cl:51])[CH3:52]>>[CH2:1]([c:2]1[cH:3][cH:4][cH:5][cH:6][cH:7]1)[N:8]([C:9]1([CH2:38][CH2:39][C:40]([CH3:41])([CH3:42])[CH3:43])[C:10](=[O:37])[C:11]([C:20]2=[N:21][S:22](=[O:35])(=[O:36])[c:23]3[c:24]([cH:26][cH:27][c:28]([NH:30][S:31](=[O:32])(=[O:33])[CH3:34])[cH:29]3)[NH:25]2)=[C:12]([OH:19])[c:13]2[cH:14][cH:15][cH:16][cH:17][c:18]21)[CH3:44]. Starting materials: OCCCC#CC=1N(C=C2N(C(N(C(C21)=O)C)=O)CC(C)C)CC2=CC=CC1=CC=CC=C21 (5-(5-Hydroxypent-1-Ynyl)-3-Methyl-1-(2-Methylpropyl)-6-(1-Naphthalenylmethyl)-1 H-Pyrrolo[3,4-d]Pyrimidine-2,4(3 H,6 H)-Dione), OCCCC#CC=1N(C=C2N(C(N(C(C21)=O)C)=O)CC(C)C)CC2=CC=CC1=CC=CC=C21 (5-(5-hydroxypent-1-ynyl)-3-methyl-1-(2-methylpropyl)-6-(1-naphthalenylmethyl)-1 H-pyrrolo[3,4-d]pyrimidine-2,4(3 H,6 H)-dione), [H][H] (hydrogen). Reported procedure: The compound of Example 13, 5-(5-hydroxypent-1-ynyl)-3-methyl-1-(2-methylpropyl)-6-(1-naphthalenylmethyl)-1 H-pyrrolo[3,4-d]pyrimidine-2,4(3 H,6 H)-dione (75 mg) was suspended in ethanol (50 ml). A suspension of 10% palladium on carbon (7 mg) in ethanol (3 ml) was added and the mixture was hydrogenated. When hydrogen uptake ceased, the reaction mixture was filtered and the solvent was removed by rotary evaporation. The crude product was purified by chromatography on silica eluting with ethyl ace... The reagents and catalysts are [Pd] (palladium on carbon). The solvent is C(C)O (ethanol), C(C)O (ethanol). RXN SMILES: [OH:1][CH2:2][CH2:3][CH2:4][C:5]#[C:6][C:7]1[N:8]([CH2:23][C:24]2[C:33]3[C:28](=[CH:29][CH:30]=[CH:31][CH:32]=3)[CH:27]=[CH:26][CH:25]=2)[CH:9]=[C:10]2[C:15]=1[C:14](=O)[N:13]([CH3:17])[C:12](=O)[N:11]2[CH2:19][CH:20]([CH3:22])[CH3:21].[H][H]>C(O)C.[Pd]>[OH:1][CH2:2][CH2:3][CH2:4][CH2:5][CH2:6][C:7]1[N:8]([CH2:23][C:24]2[C:33]3[C:28](=[CH:29][CH:30]=[CH:31][CH:32]=3)[CH:27]=[CH:26][CH:25]=2)[CH:9]=[C:10]2[C:15]=1[CH2:14][N:13]([CH3:17])[CH2:12][N:11]2[CH2:19][CH:20]([CH3:22])[CH3:21]. The product is OCCCCCC=1N(C=C2N(CN(CC21)C)CC(C)C)CC2=CC=CC1=CC=CC=C21 (5-(5- Hydroxypentyl)-3-Methyl-1-(2-Methylpropyl)-6-(1-Naphthalenylmethyl)-1 H-Pyrrolo [3,4-d]pyrimidine). The reactants are COC=1C=CC2=C(C1)C(=CC=N2)[C@@H]([C@H]3CC4CCN3C[C@@H]4C=C)O (quinidine), C(C)O (ethanol). Reagents/catalysts: suspension. Reaction conditions: time 72 hour. The product is COC1=CC2=C(C=CN=C2C=C1)[C@@H]([C@H]3C[C@H]4CCN3C[C@@]4(C=C)O)O ((3S)-3-hydroxy quinidine). As a reaction SMILES: [CH3:1][O:2][C:3]1[CH:4]=[CH:5][C:6]2[N:12]=[CH:11][CH:10]=[C:9]([C@H:13]([OH:24])[C@@H:14]3[N:19]4[CH2:20][C@H:21]([CH:22]=[CH2:23])[CH:16]([CH2:17][CH2:18]4)[CH2:15]3)[C:7]=2[CH:8]=1.C([OH:27])C>>[CH3:1][O:2][C:3]1[CH:4]=[CH:5][C:6]2[C:7](=[C:9]([C@H:13]([OH:24])[C@@H:14]3[N:19]4[CH2:20][C@:21]([OH:27])([CH:22]=[CH2:23])[C@H:16]([CH2:17][CH2:18]4)[CH2:15]3)[CH:10]=[CH:11][N:12]=2)[CH:8]=1. Procedure: A few drops of a suspension of M. plumbeus MMP 430 spores are added to 100 ml of medium A, described below, adjusted to pH7, in a 250 ml Erlenmeyer flask. Incubation is continued for 72 hours at 27° C. in a rotating agitator (327 RPM). A solution of 50 mg of quinidine in 1 ml of ethanol is then added under sterile conditions to the culture, and agitation is continued for 14 days under the same conditions. The culture is filtered on celite, the filtrate saturated with NaCl, brought to pH 10-12 by... Reactants: COc1cc(OC)cc(C(=O)c2ccc(OC)c(O[Si](C)(C)C(C)(C)C)c2)c1, CCOP(=O)(CC#N)OCC, C1CCOC1, C[Si](C)(C)[N-][Si](C)(C)C, [Li+], COc1cc(OC)cc(C(=CC#N)c2ccc3c(c2)OCCO3)c1. The product is COc1cc(OC)cc(C(=CC#N)c2ccc(OC)c(O[Si](C)(C)C(C)(C)C)c2)c1. Reaction SMILES: [C:1]([CH3:2])([CH3:3])([CH3:4])[Si:5]([O:6][c:7]1[cH:8][c:9]([C:15](=[O:16])[c:17]2[cH:18][c:19]([O:25][CH3:26])[cH:20][c:21]([O:23][CH3:24])[cH:22]2)[cH:10][cH:11][c:12]1[O:13][CH3:14])([CH3:27])[CH3:28].[CH2:29]([O:30][P:31](=[O:32])([O:33][CH2:34][CH3:35])[CH2:37][C:38]#[N:39])[CH3:36].[CH2:74]1[O:75][CH2:76][CH2:77][CH2:78]1.[CH3:40][Si:41]([N-:42][Si:43]([CH3:44])([CH3:45])[CH3:46])([CH3:47])[CH3:48].[Li+:49].[O:50]1[c:51]2[cH:52][cH:53][c:54]([C:55]([c:56]3[cH:57][c:58]([O:59][CH3:60])[cH:61][c:62]([O:63][CH3:64])[cH:65]3)=[CH:66][C:67]#[N:68])[cH:69][c:70]2[O:71][CH2:72][CH2:73]1>>[C:1]([CH3:2])([CH3:3])([CH3:4])[Si:5]([O:6][c:7]1[cH:8][c:9]([C:15]([c:17]2[cH:18][c:19]([O:25][CH3:26])[cH:20][c:21]([O:23][CH3:24])[cH:22]2)=[CH:37][C:38]#[N:39])[cH:10][cH:11][c:12]1[O:13][CH3:14])([CH3:27])[CH3:28]. The reactants are C(CCC)[B-](C1=CC=CC=C1)(C1=CC=CC=C1)C1=CC=CC=C1.[Li+] (lithium butyltriphenylborate), C[S+](=O)(OC1=CC=CC=C1)C (dimethylphenoxyoxosulfonium), O (water), resultant mixture. Solvent: C(C)#N (acetonitrile), CC(=O)C (acetone). The product is C[S+](=O)(OC1=CC=CC=C1)C.C(CCC)[B-](C1=CC=CC=C1)(C1=CC=CC=C1)C1=CC=CC=C1 (dimethylphenoxyoxosulfonium butyltriphenylborate). Isolated yield 32.5%. As a reaction SMILES: [CH2:1]([B-:5]([C:18]1[CH:23]=[CH:22][CH:21]=[CH:20][CH:19]=1)([C:12]1[CH:17]=[CH:16][CH:15]=[CH:14][CH:13]=1)[C:6]1[CH:11]=[CH:10][CH:9]=[CH:8][CH:7]=1)[CH2:2][CH2:3][CH3:4].[Li+].[CH3:25][S+:26]([CH3:35])([O:28][C:29]1[CH:34]=[CH:33][CH:32]=[CH:31][CH:30]=1)=[O:27].O>C(#N)C.CC(C)=O>[CH3:25][S+:26]([CH3:35])([O:28][C:29]1[CH:30]=[CH:31][CH:32]=[CH:33][CH:34]=1)=[O:27].[CH2:1]([B-:5]([C:18]1[CH:23]=[CH:22][CH:21]=[CH:20][CH:19]=1)([C:6]1[CH:7]=[CH:8][CH:9]=[CH:10][CH:11]=1)[C:12]1[CH:17]=[CH:16][CH:15]=[CH:14][CH:13]=1)[CH2:2][CH2:3][CH3:4] |f:0.1,6.7|. Procedure: A solution of 3.00 g of lithium butyltriphenylborate in 100 ml of acetonitrile was added to a solution of 3.10 g of dimethylphenoxyoxosulfonium bexafluorophosphate in 100 ml of acetone, and the resultant mixture was stirred at room temperature for 30 minutes. The reaction mixture was poured into 500 ml of water, and the resultant oily component was separated, recovered, washed with water and recrystallized from dichloromethane/ether to give 1.50 g of dimethylphenoxyoxosulfonium-butyltriphenylbor... Starting materials: N#Cc1cc2c(Oc3ccc(NC(=O)Nc4ccc(F)cc4)cc3)ccnc2cc1OCC1CO1, CCNCC, C1CCOC1. The product is CCN(CC)CC(O)COc1cc2nccc(Oc3ccc(NC(=O)Nc4ccc(F)cc4)cc3)c2cc1C#N. As a reaction SMILES: [C:1](#[N:2])[c:3]1[cH:4][c:5]2[c:6]([O:18][c:19]3[cH:20][cH:21][c:22]([NH:25][C:26](=[O:27])[NH:28][c:29]4[cH:30][cH:31][c:32]([F:35])[cH:33][cH:34]4)[cH:23][cH:24]3)[cH:7][cH:8][n:9][c:10]2[cH:11][c:12]1[O:13][CH2:14][CH:15]1[O:16][CH2:17]1.[CH2:36]([CH3:37])[NH:38][CH2:39][CH3:40].[O:41]1[CH2:42][CH2:43][CH2:44][CH2:45]1>>[C:1](#[N:2])[c:3]1[cH:4][c:5]2[c:6]([O:18][c:19]3[cH:20][cH:21][c:22]([NH:25][C:26](=[O:27])[NH:28][c:29]4[cH:30][cH:31][c:32]([F:35])[cH:33][cH:34]4)[cH:23][cH:24]3)[cH:7][cH:8][n:9][c:10]2[cH:11][c:12]1[O:13][CH2:14][CH:15]([OH:16])[CH2:17][N:38]([CH2:36][CH3:37])[CH2:39][CH3:40]. Starting materials: O=C([O-])[O-], C1COCCN1, CC#N, O=C1CCc2cc([N+](=O)[O-])ccc2N1CCCCl, ClCCl, [I-], [K+], [K+], [K+], O. Yields the product O=C1CCc2cc([N+](=O)[O-])ccc2N1CCCN1CCOCC1. As a reaction SMILES: [C:27](=[O:28])([O-:29])[O-:30].[CH2:19]1[CH2:20][O:21][CH2:22][CH2:23][NH:24]1.[CH3:37][C:38]#[N:39].[Cl:1][CH2:2][CH2:3][CH2:4][N:5]1[C:6](=[O:18])[CH2:7][CH2:8][c:9]2[cH:10][c:11]([N+:15](=[O:16])[O-:17])[cH:12][cH:13][c:14]21.[Cl:34][CH2:35][Cl:36].[I-:26].[K+:25].[K+:31].[K+:32].[OH2:33]>>[CH2:2]([CH2:3][CH2:4][N:5]1[C:6](=[O:18])[CH2:7][CH2:8][c:9]2[cH:10][c:11]([N+:15](=[O:16])[O-:17])[cH:12][cH:13][c:14]21)[N:24]1[CH2:19][CH2:20][O:21][CH2:22][CH2:23]1. Reactants: COC=1C=C(C=CC1OC)C(CN1CCN(CC1)C=1C(C=CC=CC1)=O)=O (2-[4-[2-(3,4-dimethoxyphenyl)-2-oxoethyl]-1-piperazinyl]-2,4,6-cycloheptatrien-1-one), [BH4-].[Na+] (sodium borohydride). Solvent: CO (methanol), C(Cl)(Cl)Cl (chloroform). The product is OC(CN1CCN(CC1)C=1C(C=CC=CC1)=O)C1=CC(=C(C=C1)OC)OC (2-[4-[2-Hydroxy-2-(3,4-dimethoxyphenyl)ethyl]-1-piperazinyl]-2,4,6-cycloheptatrien-1-one). Yield: 99.5%. RXN SMILES: [CH3:1][O:2][C:3]1[CH:4]=[C:5]([C:11](=[O:27])[CH2:12][N:13]2[CH2:18][CH2:17][N:16]([C:19]3[C:20](=[O:26])[CH:21]=[CH:22][CH:23]=[CH:24][CH:25]=3)[CH2:15][CH2:14]2)[CH:6]=[CH:7][C:8]=1[O:9][CH3:10].[BH4-].[Na+]>CO.C(Cl)(Cl)Cl>[OH:27][CH:11]([C:5]1[CH:6]=[CH:7][C:8]([O:9][CH3:10])=[C:3]([O:2][CH3:1])[CH:4]=1)[CH2:12][N:13]1[CH2:18][CH2:17][N:16]([C:19]2[C:20](=[O:26])[CH:21]=[CH:22][CH:23]=[CH:24][CH:25]=2)[CH2:15][CH2:14]1 |f:1.2|. Reported procedure: To a solution of 2-[4-[2-(3,4-dimethoxyphenyl)-2-oxoethyl]-1-piperazinyl]-2,4,6-cycloheptatrien-1-one (1.33 g, described above) in methanol (20 ml) and chloroform (5 ml), sodium borohydride (0.31 g) was added portionwise over a period of one hr. The solvent was then removed under vacuum. The residue was taken up in chloroform, washed with water, ammonium chloride solution followed by water, dried and evaporated to give the title compound (1.33 g): mp 122°-124° C.; ir(CHCl3) 3420, 1565, 1260 and ... Reactants: Cl.Cl.NC1=CC(=C(C(=O)NCC2CCNCC2)C=C1Cl)OC (4-Amino-5-chloro-2-methoxy-N-(piperidin-4-ylmethyl)benzamide dihydrochloride), BrCCCC(=O)C1=CC=CC=C1 (4-bromo-1-phenyl-1-butanone). Yields the product NC1=CC(=C(C(=O)NCC2CCN(CC2)CCCC(C2=CC=CC=C2)=O)C=C1Cl)OC (4-amino-5-chloro-2-methoxy-N-((1-(4-oxo-4-phenylbutyl)piperidin-4-yl)methyl)benzamide). The yield is 37.0%. RXN SMILES: Cl.Cl.[NH2:3][C:4]1[C:19]([Cl:20])=[CH:18][C:7]([C:8]([NH:10][CH2:11][CH:12]2[CH2:17][CH2:16][NH:15][CH2:14][CH2:13]2)=[O:9])=[C:6]([O:21][CH3:22])[CH:5]=1.Br[CH2:24][CH2:25][CH2:26][C:27]([C:29]1[CH:34]=[CH:33][CH:32]=[CH:31][CH:30]=1)=[O:28]>>[NH2:3][C:4]1[C:19]([Cl:20])=[CH:18][C:7]([C:8]([NH:10][CH2:11][CH:12]2[CH2:13][CH2:14][N:15]([CH2:24][CH2:25][CH2:26][C:27](=[O:28])[C:29]3[CH:34]=[CH:33][CH:32]=[CH:31][CH:30]=3)[CH2:16][CH2:17]2)=[O:9])=[C:6]([O:21][CH3:22])[CH:5]=1 |f:0.1.2|. Reported procedure: 4-Amino-5-chloro-2-methoxy-N-(piperidin-4-ylmethyl)benzamide dihydrochloride (7 g) and 4-bromo-1-phenyl-1-butanone (4.93 g) were reacted and treated in the same manner as in Example 172 to give 3.1 g of 4-amino-5-chloro-2-methoxy-N-((1-(4-oxo-4-phenylbutyl)piperidin-4-yl)methyl)benzamide.